Dataset: the Open Reaction Database (ORD), a public repository of structured organic reaction records. Task: describe an organic reaction: reactants, conditions, products, and yield The reactants are C(Cl)Cl (CH2Cl2), 7-ethyl, C(=O)([O-])[O-].[Na+].[Na+] (Na2CO3), [I-].N[N+]1=C(C=CC=C1)CCC (1-amino-2-propylpyridinium iodide), C(C#C)(=O)OCC (Ethyl propiolate). The solvent is CN(C)C=O (DMF). Reaction conditions: time 1 hour. Product: C(CC)C1=CC=CC=2N1N=CC2C(=O)OCC (ethyl 7-propylpyrazolo[1,5-a]-pyridine-3-carboxylate). Isolated yield 33.1%. Reaction SMILES: C([O-])([O-])=O.[Na+].[Na+].[I-].[NH2:8][N+:9]1[CH:14]=[CH:13][CH:12]=[CH:11][C:10]=1[CH2:15][CH2:16][CH3:17].[C:18]([O:22][CH2:23][CH3:24])(=[O:21])[C:19]#[CH:20].C(Cl)Cl>CN(C=O)C>[CH2:15]([C:10]1[N:9]2[N:8]=[CH:20][C:19]([C:18]([O:22][CH2:23][CH3:24])=[O:21])=[C:14]2[CH:13]=[CH:12][CH:11]=1)[CH2:16][CH3:17] |f:0.1.2,3.4|. Procedure details: Next, 2.41 g (22.7 mmol) of Na2CO3 were added to a solution of 5.0 g (18.9 mmol) of 1-amino-2-propylpyridinium iodide in 20 ml of DMF, followed by stirring at room temperature for 1 hour. Ethyl propiolate (3.71 g; 37.9 mmol) was added further, followed by stirring at room temperature for 20 hours. After the reaction, the reaction mixture was treated in a similar manner to the preparation of the 7-ethyl derivative, whereby 1.45 g (6.25 mmol) of the title compound were obtained as crystals from CH... The reactants are CO, Oc1nc2c(Cl)nc3ccccc3c2n1Cc1cccnc1, N. Yields the product Nc1nc2ccccc2c2c1nc(O)n2Cc1cccnc1. As a reaction SMILES: [CH3:24][OH:25].[Cl:1][c:2]1[n:3][c:4]2[cH:5][cH:6][cH:7][cH:8][c:9]2[c:10]2[c:11]1[n:12][c:13]([OH:22])[n:14]2[CH2:15][c:16]1[cH:17][n:18][cH:19][cH:20][cH:21]1.[NH3:23]>>[c:2]1([NH2:23])[n:3][c:4]2[cH:5][cH:6][cH:7][cH:8][c:9]2[c:10]2[c:11]1[n:12][c:13]([OH:22])[n:14]2[CH2:15][c:16]1[cH:17][n:18][cH:19][cH:20][cH:21]1. Reactants: CN1CCN(CC1)CCO (2-(4-methylpiperazin-1-yl) ethanol), COC(C1=C(C(=C(C(=C1)Cl)O)Cl)O)=O (3,5-dichloro-2,4-dihydroxybenzoic acid methyl ester), C1(=CC=CC=C1)P(C1=CC=CC=C1)C1=CC=CC=C1 (triphenylphosphine), azodicarboxylic acid diisopropyl, Cl (Hydrochloric acid). Run in C(Cl)(Cl)Cl (chloroform). Reaction conditions: time 16 hour. Product: crude product, COC(C1=C(C(=C(C(=C1)Cl)OCCN1CCN(CC1)C)Cl)O)=O (3,5-Dichloro-2-hydroxy-4-[2-(4-methylpiperazin-1-yl)-ethoxy]benzoic acid methyl ester). RXN SMILES: [CH3:1][N:2]1[CH2:7][CH2:6][N:5]([CH2:8][CH2:9][OH:10])[CH2:4][CH2:3]1.[CH3:11][O:12][C:13](=[O:24])[C:14]1[CH:19]=[C:18]([Cl:20])[C:17](O)=[C:16]([Cl:22])[C:15]=1[OH:23].C1(P(C2C=CC=CC=2)C2C=CC=CC=2)C=CC=CC=1.Cl>C(Cl)(Cl)Cl>[CH3:11][O:12][C:13](=[O:24])[C:14]1[CH:19]=[C:18]([Cl:20])[C:17]([O:10][CH2:9][CH2:8][N:5]2[CH2:6][CH2:7][N:2]([CH3:1])[CH2:3][CH2:4]2)=[C:16]([Cl:22])[C:15]=1[OH:23]. Reported procedure: To a solution of 2-(4-methylpiperazin-1-yl) ethanol (14.42 g) and 3,5-dichloro-2,4-dihydroxybenzoic acid methyl ester (52.15 g) in chloroform (400 ml) were added triphenylphosphine (28.85 g) and azodicarboxylic acid diisopropyl (21.7 ml) at room temperature, and the mixture was stirred for 16 hours, 1N Hydrochloric acid (300 ml) was added to the reaction mixture for extraction to give a crude product of the title compound. Step 4) 3,5-Dichloro-2-hydroxy-4-[2-(4-methylpiperazin-1-yl)ethoxy]-benzo...